Dataset: the Open Reaction Database (ORD), a public repository of structured organic reaction records. Task: describe an organic reaction: reactants, conditions, products, and yield RXN SMILES: [CH2:1]([CH3:2])[NH:3][C:4](=[O:5])[NH:6][c:7]1[cH:8][cH:9][c:10](-[c:13]2[n:14][c:15]([N:23]3[CH:24]([CH3:29])[CH2:25][O:26][CH2:27][CH2:28]3)[c:16]3[c:17]([n:18]2)[CH2:19][NH:20][CH2:21][CH2:22]3)[cH:11][cH:12]1.[Cl:30][C:31](=[O:32])[O:33][CH2:34][CH3:35]>>[CH2:1]([CH3:2])[NH:3][C:4](=[O:5])[NH:6][c:7]1[cH:8][cH:9][c:10](-[c:13]2[n:14][c:15]([N:23]3[CH:24]([CH3:29])[CH2:25][O:26][CH2:27][CH2:28]3)[c:16]3[c:17]([n:18]2)[CH2:19][N:20]([C:31](=[O:32])[O:33][CH2:34][CH3:35])[CH2:21][CH2:22]3)[cH:11][cH:12]1. Reactants: CCNC(=O)Nc1ccc(-c2nc3c(c(N4CCOCC4C)n2)CCNC3)cc1, CCOC(=O)Cl. Yields the product CCNC(=O)Nc1ccc(-c2nc3c(c(N4CCOCC4C)n2)CCN(C(=O)OCC)C3)cc1. Reactants: CCOc1ccc([N+](=O)[O-])cc1C(=O)NO, CO, CCO. Product: CCOc1ccc(N)cc1C(=O)NO. As a reaction SMILES: [CH2:1]([CH3:2])[O:3][c:4]1[c:5]([C:6](=[O:7])[NH:8][OH:9])[cH:10][c:11]([N+:14]([O-:15])=[O:16])[cH:12][cH:13]1.[CH3:17][OH:18].[CH3:19][CH2:20][OH:21]>>[CH2:1]([CH3:2])[O:3][c:4]1[c:5]([C:6](=[O:7])[NH:8][OH:9])[cH:10][c:11]([NH2:14])[cH:12][cH:13]1. Reactants: [H-].[Na+] (sodium hydride), FCC(C#C)(O)CF (1-fluoro-2-fluoromethyl-3-butyn-2-ol), CS(=O)(=O)Cl (methanesulfonyl chloride). Solvent: O1CCCC1 (tetrahydrofuran). Conditions: time 30 minute. The product is CS(=O)(=O)OC(CF)(C#C)CF (1-Fluoro-2-fluoromethyl-3-butyn-2-yl Methanesulfonate). RXN SMILES: [F:1][CH2:2][C:3]([CH2:7][F:8])([OH:6])[C:4]#[CH:5].[H-].[Na+].[CH3:11][S:12](Cl)(=[O:14])=[O:13]>O1CCCC1>[CH3:11][S:12]([O:6][C:3]([CH2:7][F:8])([C:4]#[CH:5])[CH2:2][F:1])(=[O:14])=[O:13] |f:1.2|. Reported procedure: An amount (1.2 g) of 1-fluoro-2-fluoromethyl-3-butyn-2-ol was dissolved in tetrahydrofuran (10 ml); to the solution under cooling with ice, 60% oily sodium hydride (0.48 g) was added under a nitrogen atmosphere. The solution was stirred for 30 minutes under cooling with ice and then methanesulfonyl chloride (1.1 ml) was added dropwise. The solution was stirred for 2.5 hours while its temperature was raised to room temperature. To the reaction mixture, etcher was added, followed by extraction wit... Starting materials: ClC1=C(C=CC=C1)C1=NN2C(N=C(N=C2N2CCC(CC2)(C(=O)N)NCC)C)=C1I (1-[7-(2-chlorophenyl)-8-iodo-2-methylpyrazolo[1,5-a][1,3,5]triazin-4-yl]4-ethylaminopiperidine-4-carboxylic acid amide), FC1=CC=C(C=C1)B(O)O (4-fluorophenylboronic acid). Reagents/catalysts: C=1C=CC(=CC1)[P](C=2C=CC=CC2)(C=3C=CC=CC3)[Pd]([P](C=4C=CC=CC4)(C=5C=CC=CC5)C=6C=CC=CC6)([P](C=7C=CC=CC7)(C=8C=CC=CC8)C=9C=CC=CC9)[P](C=1C=CC=CC1)(C=1C=CC=CC1)C=1C=CC=CC1 (Tetrakis(triphenylphosphine)palladium). The solvent is C(C)O (ethanol), C1(=CC=CC=C1)C (toluene), C(=O)([O-])[O-].[Na+].[Na+] (Na2CO3). Conditions: temperature 80 celsius. Yields the product ClC1=C(C=CC=C1)C1=NN2C(N=C(N=C2N2CCC(CC2)(C(=O)N)NCC)C)=C1C1=CC=C(C=C1)F (1-[7-(2-Chlorophenyl)-8-(4-fluorophenyl)-2-methylpyrazolo[1,5-a][1,3,5]triazin-4-yl]-4-ethylaminopiperidine-4-carboxylic Acid Amide). Yield: 266.0%. RXN SMILES: [Cl:1][C:2]1[CH:7]=[CH:6][CH:5]=[CH:4][C:3]=1[C:8]1[C:29](I)=[C:11]2[N:12]=[C:13]([CH3:28])[N:14]=[C:15]([N:16]3[CH2:21][CH2:20][C:19]([NH:25][CH2:26][CH3:27])([C:22]([NH2:24])=[O:23])[CH2:18][CH2:17]3)[N:10]2[N:9]=1.[F:31][C:32]1[CH:37]=[CH:36][C:35](B(O)O)=[CH:34][CH:33]=1>C(O)C.C1(C)C=CC=CC=1.C([O-])([O-])=O.[Na+].[Na+].C1C=CC([P]([Pd]([P](C2C=CC=CC=2)(C2C=CC=CC=2)C2C=CC=CC=2)([P](C2C=CC=CC=2)(C2C=CC=CC=2)C2C=CC=CC=2)[P](C2C=CC=CC=2)(C2C=CC=CC=2)C2C=CC=CC=2)(C2C=CC=CC=2)C2C=CC=CC=2)=CC=1>[Cl:1][C:2]1[CH:7]=[CH:6][CH:5]=[CH:4][C:3]=1[C:8]1[C:29]([C:35]2[CH:36]=[CH:37][C:32]([F:31])=[CH:33][CH:34]=2)=[C:11]2[N:12]=[C:13]([CH3:28])[N:14]=[C:15]([N:16]3[CH2:21][CH2:20][C:19]([NH:25][CH2:26][CH3:27])([C:22]([NH2:24])=[O:23])[CH2:18][CH2:17]3)[N:10]2[N:9]=1 |f:4.5.6,^1:60,62,81,100|. Procedure details: A mixture of 1-[7-(2-chlorophenyl)-8-iodo-2-methylpyrazolo[1,5-a][1,3,5]triazin-4-yl]4-ethylaminopiperidine-4-carboxylic acid amide (I-1A-1i; 20 mg, 0.037 mmol) and 4-fluorophenylboronic acid (7.8 mg, 0.056 mmol) in ethanol (1.3 ml), toluene (1.3 ml) and 2M aqueous Na2CO3 (0.3 ml) was degassed (3×) by pulling a vacuum followed by refilling with nitrogen gas. Tetrakis(triphenylphosphine)palladium (6 mg, 0.005 mmol) was added and the mixture was heated at 80° C. for 5 hours. After cooling to room ...